This data is from the Open Reaction Database (ORD), a public repository of structured organic reaction records. The task is: describe an organic reaction: reactants, conditions, products, and yield The reactants are [Br-], CN(C)C=O, CC(C)=O, Cc1oc(=O)oc1CCl, [Na+]. Product: Cc1oc(=O)oc1CBr. As a reaction SMILES: [Br-:11].[CH3:12][N:13]([CH3:14])[CH:15]=[O:16].[CH3:17][C:18](=[O:19])[CH3:20].[Cl:1][CH2:2][c:3]1[o:4][c:5](=[O:9])[o:6][c:7]1[CH3:8].[Na+:10]>>[CH2:2]([c:3]1[o:4][c:5](=[O:9])[o:6][c:7]1[CH3:8])[Br:11]. Starting materials: NN (hydrazine), [Na] (sodium), C(=O)OCC (ethyl formate), C1(CC1)CC#N (cyclopropylacetonitrile). Solvent: C1CCOC1 (THF), C(C)(=O)O (acetic acid), CCOCC (ether), C(C)(=O)O (acetic acid), CCOCC (ether). Conditions: time 2 day. Yields the product C1(CC1)C1=C(NN=C1)N (4-Cyclopropyl-2H-pyrazol-3-ylamine). As a reaction SMILES: [Na].[CH:2](OCC)=O.[CH:7]1([CH2:10][C:11]#[N:12])[CH2:9][CH2:8]1.[NH2:13][NH2:14]>CCOCC.C1COCC1.C(O)(=O)C>[CH:7]1([C:10]2[CH:2]=[N:14][NH:13][C:11]=2[NH2:12])[CH2:9][CH2:8]1 |^1:0|. Procedure details: To 7 g (0.3 mol) of freshly cut sodium chunks in 220 mL dry ether under nitrogen and external ice cooling was added a solution of 25 mL (0.3 mol) ethyl formate followed by a solution of 25 g (0.3 mol) cyclopropylacetonitrile in 50 mL dry ether, and the mixture was stirred at room temperature for 2 days. 19 mL (0.3 mol) glacial acetic acid was added whilst maintaining the internal temperature at 10-12° C., the solids were filtered off and the filtrate was concentrated at below 20° C. The residue ... Reactants: N (NH3), C1(=CC=CC=C1)C=1N=C(OC1C1=CC=CC=C1)C=1[C@@H](CCCC1)CC=1C=C(C(=O)O)C=CC1 ((S)-3-{[2-(4,5-diphenyloxazol-2-yl)-2- cyclohexen-1-yl]methyl}benzoic acid), O1CCCC1 (tetrahydrofuran), ClC(=O)OCC(C)C (isobutyl chloroformate). RXN SMILES: [C:1]1([C:7]2[N:8]=[C:9]([C:18]3[C@H:19]([CH2:24][C:25]4[CH:26]=[C:27]([CH:31]=[CH:32][CH:33]=4)[C:28]([OH:30])=O)[CH2:20][CH2:21][CH2:22][CH:23]=3)[O:10][C:11]=2[C:12]2[CH:17]=[CH:16][CH:15]=[CH:14][CH:13]=2)[CH:6]=[CH:5][CH:4]=[CH:3][CH:2]=1.O1CCCC1.ClC(OCC(C)C)=O.[NH3:47]>C(N(CC)CC)C>[C:1]1([C:7]2[N:8]=[C:9]([C:18]3[C@H:19]([CH2:24][C:25]4[CH:26]=[C:27]([CH:31]=[CH:32][CH:33]=4)[C:28]([NH2:47])=[O:30])[CH2:20][CH2:21][CH2:22][CH:23]=3)[O:10][C:11]=2[C:12]2[CH:13]=[CH:14][CH:15]=[CH:16][CH:17]=2)[CH:6]=[CH:5][CH:4]=[CH:3][CH:2]=1. The solvent is C(C)N(CC)CC (triethylamine). Run at time 30 minute. Product: C1(=CC=CC=C1)C=1N=C(OC1C1=CC=CC=C1)C=1[C@@H](CCCC1)CC=1C=C(C(=O)N)C=CC1 ((S)-3-{[2-(4,5-diphenyloxazol-2-yl)-2-cyclohexen-1-yl]methyl}- benzamide). Procedure details: To a solution of (S)-3-{[2-(4,5-diphenyloxazol-2-yl)-2- cyclohexen-1-yl]methyl}benzoic acid (0.3 g) in a tetrahydrofuran (10 ml) were added isobutyl chloroformate (0.15 ml) and triethylamine (0.2 ml) at 0° C. under N2. After being stirred for 30 minutes, NH3 (5 ml, 4M solution in methanol) was added to the mixture. After being stirred for 30 minutes, the solvent was removed in vacuo. The residue was partitioned between ethyl acetate and lN-NaOH and the organic layer was washed with brine. The dr... The reactants are [OH-].[Na+] (sodium hydroxide), 10g, ClC(CCCCCS(=O)(=O)O)CS(F)(F)(F)(F)F (6-chloro-7-(pentafluorosulfuranyl)heptane-1-sulfonic acid), [OH-].[Na+] (sodium hydroxide). Solvent: O1CCCC1 (tetrahydrofuran). Reaction conditions: temperature 97 celsius. The product is FS(C=CCCCCCS(=O)(=O)[O-])(F)(F)(F)F.[Na+] (Sodium 7-(pentafluorosulfuranyl)hept-6-ene-1-sulfonate). RXN SMILES: Cl[CH:2]([CH2:12][S:13]([F:18])([F:17])([F:16])([F:15])[F:14])[CH2:3][CH2:4][CH2:5][CH2:6][CH2:7][S:8]([OH:11])(=[O:10])=[O:9].[OH-].[Na+:20]>O1CCCC1>[F:18][S:13]([F:14])([F:15])([F:16])([F:17])[CH:12]=[CH:2][CH2:3][CH2:4][CH2:5][CH2:6][CH2:7][S:8]([O-:11])(=[O:9])=[O:10].[Na+:20] |f:1.2,4.5|. Procedure: 10g (29.35 mmol; 1 eq) of sulfonic acid from Example 6b are suspended in 400 ml of tetrahydrofuran in a 500 ml flask, and 11.74 g (293.5 mmol; 10 eq) of sodium hydroxide are subsequently added. The reaction mixture is heated under reflux for 10 h, cooled and acidified, and the sulfonic acid is separated off from the aqueous phase by repeated extraction with methyl t-butyl ether. The organic phase is subsequently washed and evaporated to dryness. The crude sulfonic acid is suspended in 100 ml of ...